This data is from the Open Reaction Database (ORD), a public repository of structured organic reaction records. The task is: describe an organic reaction: reactants, conditions, products, and yield Reactants: FC=1C=C(C=C(C1NS(=O)(=O)C)F)C(C)NC(=O)C=1N=C(OC1)Cl (2-Chloro-oxazole-4-carboxylic acid [1-(3,5-difluoro-4-methanesulfonylamino-phenyl)-ethyl]-amide), C1CCC2=CC(=CC=C12)O (indan-5-ol). Yields the product FC=1C=C(C=C(C1NS(=O)(=O)C)F)C(C)NC(=O)C=1N=C(OC1)OC=1C=C2CCCC2=CC1 (2-(Indan-5-yloxy)-oxazole-4-carboxylic acid [1-(3,5-difluoro-4-methanesulfonylamino-phenyl)-ethyl]-amide). Isolated yield 67.7%. RXN SMILES: [F:1][C:2]1[CH:3]=[C:4]([CH:14]([NH:16][C:17]([C:19]2[N:20]=[C:21](Cl)[O:22][CH:23]=2)=[O:18])[CH3:15])[CH:5]=[C:6]([F:13])[C:7]=1[NH:8][S:9]([CH3:12])(=[O:11])=[O:10].[CH2:25]1[C:33]2[C:28](=[CH:29][C:30]([OH:34])=[CH:31][CH:32]=2)[CH2:27][CH2:26]1>>[F:1][C:2]1[CH:3]=[C:4]([CH:14]([NH:16][C:17]([C:19]2[N:20]=[C:21]([O:34][C:30]3[CH:29]=[C:28]4[C:33](=[CH:32][CH:31]=3)[CH2:25][CH2:26][CH2:27]4)[O:22][CH:23]=2)=[O:18])[CH3:15])[CH:5]=[C:6]([F:13])[C:7]=1[NH:8][S:9]([CH3:12])(=[O:11])=[O:10]. Reported procedure: 2-Chloro-oxazole-4-carboxylic acid [1-(3,5-difluoro-4-methanesulfonylamino-phenyl)-ethyl]-amide (50 mg, 0.13 mmol) was reacted with indan-5-ol (35 mg, 0.26 mmol) to give the title compound (42 mg, 67%) after purification by column chromatography (gradient 12% to 100% EtOAc in n-hexane). Starting materials: O=C1NC(Cc2cccc(OC(F)(F)C(F)F)c2)C(c2cccc(OCc3ccccc3)c2)O1, CCO, [Na+], [OH-]. The product is NC(Cc1cccc(OC(F)(F)C(F)F)c1)C(O)c1cccc(OCc2ccccc2)c1. RXN SMILES: [CH2:1]([c:2]1[cH:3][cH:4][cH:5][cH:6][cH:7]1)[O:8][c:9]1[cH:10][c:11]([CH:15]2[CH:16]([CH2:21][c:22]3[cH:23][c:24]([O:28][C:29]([CH:30]([F:31])[F:32])([F:33])[F:34])[cH:25][cH:26][cH:27]3)[NH:17][C:18](=[O:20])[O:19]2)[cH:12][cH:13][cH:14]1.[CH3:37][CH2:38][OH:39].[Na+:36].[OH-:35]>>[CH2:1]([c:2]1[cH:3][cH:4][cH:5][cH:6][cH:7]1)[O:8][c:9]1[cH:10][c:11]([CH:15]([CH:16]([NH2:17])[CH2:21][c:22]2[cH:23][c:24]([O:28][C:29]([CH:30]([F:31])[F:32])([F:33])[F:34])[cH:25][cH:26][cH:27]2)[OH:19])[cH:12][cH:13][cH:14]1. The reactants are C(C)(C)(C)OC(=O)N1CCC(CC1)C(C=O)Br (1-(t-butoxycarbonyl)-4-(1-bromo-2-oxoethyl)-piperidine), NC1=NC=CC(=C1)OC (2-amino-4-methoxypyridine). Procedure details: The title compound was prepared from 1-(t-butoxycarbonyl)-4-(1-bromo-2-oxoethyl)-piperidine (from Example 292, Step C) and 2-amino-4-methoxypyridine (prepared using procedures analogous to those described by R. J. Sundberg et al, Org. Preparations & Procedures Int. 1997, 29, (1), 117-122) using a procedure similar to that described in Example 235 Step A. 1H NMR (500 MHz, CDCl3): δ 1.50 (s, 9H), 1.63˜1.75 (m, 2H), 2.05 (br d, J=13 Hz, 2H), 2.85˜3.00 (br, 3H), 3.88 (s, 3H), 4.15˜4.35 (br, 2H), 6.5... Reaction SMILES: [C:1]([O:5][C:6]([N:8]1[CH2:13][CH2:12][CH:11]([CH:14](Br)[CH:15]=O)[CH2:10][CH2:9]1)=[O:7])([CH3:4])([CH3:3])[CH3:2].[NH2:18][C:19]1[CH:24]=[C:23]([O:25][CH3:26])[CH:22]=[CH:21][N:20]=1>>[C:1]([O:5][C:6]([N:8]1[CH2:9][CH2:10][CH:11]([C:14]2[N:20]3[CH:21]=[CH:22][C:23]([O:25][CH3:26])=[CH:24][C:19]3=[N:18][CH:15]=2)[CH2:12][CH2:13]1)=[O:7])([CH3:2])([CH3:3])[CH3:4]. Yields the product C(C)(C)(C)OC(=O)N1CCC(CC1)C1=CN=C2N1C=CC(=C2)OC (1-(t-Butoxycarbonyl)4-(7-methoxy-imidazo[1,2-a]pyridin-3-yl)piperidine). The reactants are CCN=C=NCCCN(C)C.Cl (EDCl), compound, C=1C=CC2=C(C1)N=NN2O (HOBt), C1(CC1)S(=O)(=O)C1=CC=C(C=C1)C(C(=O)O)O[C@H]1COCC1 (2-(4-Cyclopropanesulfonyl-phenyl)-2-[(R)-(tetrahydro-furan-3-yl)oxy]-acetic acid), NC=1SC(=CN1)OC=1C=CC(=C(C(=O)OC)C1)C (methyl 5-(2-aminothiazol-5-yl)oxy-2-methyl-benzoate), CN1CCOCC1 (N-methyl morpholine). Solvent: C(Cl)Cl (DCM). Yields the product C1(CC1)S(=O)(=O)C1=CC=C(C=C1)C(C(=O)NC=1SC(=CN1)OC=1C=CC(=C(C(=O)OC)C1)C)O[C@H]1COCC1 (Methyl 5-[2-[[2-(4-cyclopropylsulfonylphenyl)-2-[(3R)-tetrahydrofuran-3-yl]oxy-acetyl]amino]thiazol-5-yl]oxy-2-methyl-benzoate). The yield is 85.5%. RXN SMILES: [CH:1]1([S:4]([C:7]2[CH:12]=[CH:11][C:10]([CH:13]([O:17][C@@H:18]3[CH2:22][CH2:21][O:20][CH2:19]3)[C:14]([OH:16])=O)=[CH:9][CH:8]=2)(=[O:6])=[O:5])[CH2:3][CH2:2]1.[NH2:23][C:24]1[S:25][C:26]([O:29][C:30]2[CH:31]=[CH:32][C:33]([CH3:40])=[C:34]([CH:39]=2)[C:35]([O:37][CH3:38])=[O:36])=[CH:27][N:28]=1.C1C=CC2N(O)N=NC=2C=1.CCN=C=NCCCN(C)C.Cl.CN1CCOCC1>C(Cl)Cl>[CH:1]1([S:4]([C:7]2[CH:8]=[CH:9][C:10]([CH:13]([O:17][C@@H:18]3[CH2:22][CH2:21][O:20][CH2:19]3)[C:14]([NH:23][C:24]3[S:25][C:26]([O:29][C:30]4[CH:31]=[CH:32][C:33]([CH3:40])=[C:34]([CH:39]=4)[C:35]([O:37][CH3:38])=[O:36])=[CH:27][N:28]=3)=[O:16])=[CH:11][CH:12]=2)(=[O:6])=[O:5])[CH2:2][CH2:3]1 |f:3.4|. Procedure: The compound of example A3 was obtained by similar method described in example A2 using 2-(4-Cyclopropanesulfonyl-phenyl)-2-[(R)-(tetrahydro-furan-3-yl)oxy]-acetic acid (preparation 5, 0.200 g, 0.613 mmol), methyl 5-(2-aminothiazol-5-yl)oxy-2-methyl-benzoate (preparation 26; 0.194 g, 0.736 mmol), HOBt (0.099 g, 0.736 mmol), and EDCl (0.140 g, 0.736 mmol), N-methyl morpholine (0.0154 g, 1.53 mmol) in DCM (8 mL) to provide the title compound (0.3 g). The reactants are C(CCl)Cl (EDC), C(C)(C)(C)OC(=O)N[C@@H](CCSC)C(=O)O (tert-butoxycarbonyl-L-methionine), OC1CCN(CC1)C (4-hydroxy-1-methylpiperidine). Reagents/catalysts: CN(C)C=1C=CN=CC1 (DMAP). Run in ClCCl (dichloromethane). Product: CN1CCC(CC1)OC([C@@H](N)CCSC)=O (L-methionine (N-methylpiperidin-4-yl) ester), CN1CCC(CC1)C(C(=O)[O-])(CCSC)NC(=O)OC(C)(C)C (1-methylpiperidin-4-yl-2-tert-butoxycarbonylamino-4-methylsulfanylbutyrate). Reaction SMILES: [C:1]([O:5][C:6]([NH:8][C@H:9]([C:14]([OH:16])=[O:15])[CH2:10][CH2:11][S:12][CH3:13])=[O:7])([CH3:4])([CH3:3])[CH3:2].O[CH:18]1[CH2:23][CH2:22][N:21]([CH3:24])[CH2:20][CH2:19]1.C(Cl)CCl>CN(C1C=CN=CC=1)C.ClCCl>[CH3:24][N:21]1[CH2:22][CH2:23][CH:18]([O:16][C:14](=[O:15])[C@H:9]([CH2:10][CH2:11][S:12][CH3:13])[NH2:8])[CH2:19][CH2:20]1.[CH3:24][N:21]1[CH2:22][CH2:23][CH:18]([C:9]([NH:8][C:6]([O:5][C:1]([CH3:4])([CH3:2])[CH3:3])=[O:7])([CH2:10][CH2:11][S:12][CH3:13])[C:14]([O-:16])=[O:15])[CH2:19][CH2:20]1. Reported procedure: L-methionine (N-methylpiperidin-4-yl) ester was prepared as follows: A solution of tert-butoxycarbonyl-L-methionine (5 g; 20 mmol), 4-hydroxy-1-methylpiperidine (3.3 g; 20 mmol); DMAP (2.44 g; 20 mmol) and EDC (4.6 g; 2.4 mmol) in dichloromethane (200 ml) was stirred at ambient temperature overnight. The mixture was extracted with dichloromethane. The organic phase was evaporated and purified by flash chromatography, eluting with dichloromethane/ethanol (97/3) to give 1-methylpiperidin-4-yl-2-te... Reactants: NC=1C(NC(N(C1N)CC(C)C)=S)=O (5,6-diamino-1-isobutyl-2-thioxo-2,3-dihydro-1H-pyrimidin-4-one), Example 6 ( c ), C(C)C(C([O-])([O-])[O-])(CC)CC (triethylorthoacetate). Reaction conditions: temperature 130 celsius. Product: C(C(C)C)N1C(NC(C=2NC(=NC12)C)=O)=S (3-Isobutyl-8-methyl-2-thioxanthine). Isolated yield 95.0%. As a reaction SMILES: [NH2:1][C:2]1[C:3](=[O:14])[NH:4][C:5](=[S:13])[N:6]([CH2:9][CH:10]([CH3:12])[CH3:11])[C:7]=1[NH2:8].[CH2:15](C(CC)(CC)C([O-])([O-])[O-])[CH3:16]>>[CH2:9]([N:6]1[C:7]2[N:8]=[C:15]([CH3:16])[NH:1][C:2]=2[C:3](=[O:14])[NH:4][C:5]1=[S:13])[CH:10]([CH3:11])[CH3:12]. Procedure details: A mixture of 5,6-diamino-1-isobutyl-2-thioxo-2,3-dihydro-1H-pyrimidin-4-one (Example 6 (c), 0.70 g, 3.26 mmol) and triethylorthoacetate (10 mL) was heated at 130° C. for 2 h and 40 minutes. Then the reaction mixture was cooled on an ice-bath, the solid filtered off and washed with ethanol (4×2 mL). The solid was dried in vacuo yielding the title compound (0.71 g, 95%). Reactants: S(=O)(=O)(O)O.CSC(N)=N (S-methylisothiourea sulfate), [N+](=O)([O-])C=1C=C(C=O)C=CC1 (3-nitrobenzaldehyde), C(#N)CC(=O)OCC (ethyl cyanoacetate), O=P(Cl)(Cl)Cl (POCl3), SCC(=O)OCC (ethyl 2-mercaptoacetate). Run in CCCCCCC.CCOC(=O)C (heptane EtOAc). Yields the product NC1=C(SC=2N=C(N=C(C21)C2=CC(=CC=C2)[N+](=O)[O-])SC)C(=O)OCC (Ethyl 5-amino-2-methylthio-4-(3-nitrophenyl)-thieno[2,3-d]-pyrimidine-6-carboxylate). RXN SMILES: S(O)(O)(=O)=O.[CH3:6][S:7][C:8](=[NH:10])[NH2:9].[N+:11]([C:14]1[CH:15]=[C:16]([CH:19]=[CH:20][CH:21]=1)[CH:17]=O)([O-:13])=[O:12].[C:22]([CH2:24][C:25]([O:27][CH2:28][CH3:29])=[O:26])#[N:23].O=P(Cl)(Cl)Cl.[SH:35][CH2:36][C:37](OCC)=O>CCCCCCC.CCOC(C)=O>[NH2:23][C:22]1[C:37]2[C:17]([C:16]3[CH:19]=[CH:20][CH:21]=[C:14]([N+:11]([O-:13])=[O:12])[CH:15]=3)=[N:9][C:8]([S:7][CH3:6])=[N:10][C:36]=2[S:35][C:24]=1[C:25]([O:27][CH2:28][CH3:29])=[O:26] |f:0.1,6.7|. Procedure: Cyclization of S-methylisothiourea sulfate (700 mg), 3-nitrobenzaldehyde (750 mg) and ethyl cyanoacetate (560 μl), treatment of the product with POCl3 and subsequent reaction with ethyl 2-mercaptoacetate were performed according to the methods described in example 1. The pure title compound was obtained after chromatography on silicagel in heptane/EtOAc=3/2 (v/v) as eluent.